From a dataset of the Open Reaction Database (ORD), a public repository of structured organic reaction records. describe an organic reaction: reactants, conditions, products, and yield Reactants: P(=O)(OCC(COCCCCCCCCCCCCCCCCCC)O)(OCCCCCCCC[N+](C)(C)C)[O-] (2-(Hydroxy)-3-(octadecyloxy)propyl 8-trimethylammoniooctyl phosphate), CN=C=O (methyl isocyanate). The product is P(=O)(OCC(COCCCCCCCCCCCCCCCCCC)OC(NC)=O)(OCCCCCCCC[N+](C)(C)C)[O-] (2-Methylcarbamoyloxy-3-octadecyloxypropyl 8-trimethylammoniooctyl phosphate). The yield is 41.0%. RXN SMILES: [P:1]([O-:40])([O:27][CH2:28][CH2:29][CH2:30][CH2:31][CH2:32][CH2:33][CH2:34][CH2:35][N+:36]([CH3:39])([CH3:38])[CH3:37])([O:3][CH2:4][CH:5]([OH:26])[CH2:6][O:7][CH2:8][CH2:9][CH2:10][CH2:11][CH2:12][CH2:13][CH2:14][CH2:15][CH2:16][CH2:17][CH2:18][CH2:19][CH2:20][CH2:21][CH2:22][CH2:23][CH2:24][CH3:25])=[O:2].[CH3:41][N:42]=[C:43]=[O:44]>>[P:1]([O-:40])([O:27][CH2:28][CH2:29][CH2:30][CH2:31][CH2:32][CH2:33][CH2:34][CH2:35][N+:36]([CH3:39])([CH3:38])[CH3:37])([O:3][CH2:4][CH:5]([O:26][C:43](=[O:44])[NH:42][CH3:41])[CH2:6][O:7][CH2:8][CH2:9][CH2:10][CH2:11][CH2:12][CH2:13][CH2:14][CH2:15][CH2:16][CH2:17][CH2:18][CH2:19][CH2:20][CH2:21][CH2:22][CH2:23][CH2:24][CH3:25])=[O:2]. Procedure: By following the procedure of 8, 720 mg of the alcohol derivative obtained in Example 28 was reacted with 2 ml of methyl isocyanate to give 320 mg (yield: 41%) of the desired product. Reactants: C(C1=CC=CC=C1)OC=1C=C2C(=C(C=NC2=CC1OCCOC)C#N)Cl (6-benzyloxy-4-chloro-7-(2-methoxyethoxy)-3-quinolinecarbonitrile), CN1CCNCC1 (N-methylpiperazine), CN1C(CCC1)=O (1-methyl-2-pyrrolidinone). Reaction conditions: temperature 90 celsius, time 16 hour. The product is COC=1C=C2C(C(=CNC2=CC1N1CCN(CC1)C)C#N)=O (6-methoxy-7-(4-methyl-piperazin-1-yl)-4-oxo-1,4-dihydroquinoline-3-carbonitrile). RXN SMILES: [CH2:1]([O:8][C:9]1[CH:10]=[C:11]2[C:16](=[CH:17][C:18]=1OCCOC)[N:15]=[CH:14][C:13]([C:24]#[N:25])=[C:12]2Cl)C1C=CC=CC=1.[CH3:27][N:28]1[CH2:33][CH2:32][NH:31][CH2:30][CH2:29]1.CN1CCCC1=[O:40]>>[CH3:1][O:8][C:9]1[CH:10]=[C:11]2[C:16](=[CH:17][C:18]=1[N:31]1[CH2:32][CH2:33][N:28]([CH3:27])[CH2:29][CH2:30]1)[NH:15][CH:14]=[C:13]([C:24]#[N:25])[C:12]2=[O:40]. Reported procedure: A mixture of 200 mg (0.92 mmol) of 7-fluoro-6-methoxy-4-oxo-1,4-dihydroquinoline-3-carbonitrile (Reference Example 24) and 551 mg (5.50 mmol) of N-methylpiperazine in 1 mL of 1-methyl-2-pyrrolidinone is heated at 90° C. for 8 hours, then at 105° C. for a further 16 hours. The solvents are removed in vacuo. To the resulting oily residue was added 2 mL of water and 5 mL of methanol. The solvents are again removed in vacuo. The crude product is purified by silica gel chromatography utilizing a grad... Starting materials: OC(C)(P(O)(=O)O)P(O)(=O)O (1-hydroxyethane-1,1-diphosphonic acid), C(C(=C)C)(=O)Cl (methacryloyl chloride), Cl (hydrochloric acid). Solvent: C(C)N(CC)CC (triethylamine). Product: C(C(=C)C)(=O)OC(C)(P(O)(=O)O)P(O)(=O)O (1-methacryloxyethane-1,1-diphosphonic acid). Yield: 65.0%. Reaction SMILES: [OH:1][C:2]([P:8]([OH:11])(=[O:10])[OH:9])([P:4]([OH:7])(=[O:6])[OH:5])[CH3:3].[C:12](Cl)(=[O:16])[C:13]([CH3:15])=[CH2:14].Cl>C(N(CC)CC)C>[C:12]([O:1][C:2]([P:4]([OH:7])(=[O:5])[OH:6])([P:8]([OH:11])(=[O:9])[OH:10])[CH3:3])(=[O:16])[C:13]([CH3:15])=[CH2:14]. Reported procedure: To 5 g (0.024 mol) of 1-hydroxyethane-1,1-diphosphonic acid in 30 ml of triethylamine was gradually added 15.7 g (0.15 mol) of methacryloyl chloride with ice cooling. After the temperature was raised to room temperature, the mixture was stirred for ten hours. The reaction solution was acidified with aqueous hydrochloric acid and then extracted with diethyl ether. The resulting aqueous phase was alkalized with sodium hydroxide and then extracted again with diethyl ether. The resulting aqueous pha... Reactants: COC=1C=C(C=CC1)C(=CC)C1=C(C=CC=C1)C (1-(3-methoxyphenyl)-1-(2-methylphenyl)-1-propene), C(C1=CC=CC=C1)(=O)OOC(C1=CC=CC=C1)=O (benzoylperoxide), BrN1C(CCC1=O)=O (N-bromosuccinimide). Run in C(Cl)(Cl)(Cl)Cl (carbon tetrachloride). Run at time 8 hour. Product: BrCC=C(C1=C(C=CC=C1)C)C1=CC(=CC=C1)OC (3-bromo-1-(3-methoxyphenyl)-1-(2-methylphenyl)-1-propene). Reaction SMILES: [CH3:1][O:2][C:3]1[CH:4]=[C:5]([C:9]([C:12]2[CH:17]=[CH:16][CH:15]=[CH:14][C:13]=2[CH3:18])=[CH:10][CH3:11])[CH:6]=[CH:7][CH:8]=1.C(OOC(=O)C1C=CC=CC=1)(=O)C1C=CC=CC=1.[Br:37]N1C(=O)CCC1=O>C(Cl)(Cl)(Cl)Cl>[Br:37][CH2:11][CH:10]=[C:9]([C:5]1[CH:6]=[CH:7][CH:8]=[C:3]([O:2][CH3:1])[CH:4]=1)[C:12]1[CH:17]=[CH:16][CH:15]=[CH:14][C:13]=1[CH3:18]. Procedure details: A mixture of 1-(3-methoxyphenyl)-1-(2-methylphenyl)-1-propene (18.3 g, 0.077 mol), carbon tetrachloride (80 ml), benzoylperoxide (0.15 g) and N-bromosuccinimide (14.2 g, 0.080 mol) was heated at reflux temperature for 5 h. The reaction mixture was left overnight at room temperature, filtered and the filtrate was evaporated in vacuo to give 3-bromo-1-(3-methoxyphenyl)-1-(2-methylphenyl)-1-propene in a quantitative yield. The reactants are [Si](C)(C)(C)I (TMS iodide), BrC=1C=CC2=C(SC(=C2Cl)C(=O)OCC)C1 (ethyl 6-bromo-3-chlorobenzo[b]thiophen-2-carboxylate), C(CN)N (ethylendiamine). Run in C(C)N(CC)CC (triethylamine). Reaction conditions: temperature 80 celsius, time 5 day. The product is BrC=1C=CC2=C(SC(=C2Cl)C=2NCCN2)C1 (2-(6-Bromo-3-chlorobenzo[b]thiophen-2-yl)-4,5-dihydro-1H-imidazole). RXN SMILES: [Br:1][C:2]1[CH:3]=[CH:4][C:5]2[C:9]([Cl:10])=[C:8]([C:11](OCC)=O)[S:7][C:6]=2[CH:16]=1.[CH2:17]([NH2:20])[CH2:18][NH2:19].[Si](I)(C)(C)C>C(N(CC)CC)C>[Br:1][C:2]1[CH:3]=[CH:4][C:5]2[C:9]([Cl:10])=[C:8]([C:11]3[NH:19][CH2:18][CH2:17][N:20]=3)[S:7][C:6]=2[CH:16]=1. Procedure details: A mixture of 4 g (12.5 mmol) ethyl 6-bromo-3-chlorobenzo[b]thiophen-2-carboxylate and 7.5 g (125 mmol) ethylendiamine were heated at 80° C. overnight. It was concentrated in vacuo, and the crude 2-ethylaminoamide was dissolved in 70 ml dry dichloromethane followed by addition of 10.5 ml triethylamine and 15 g (75 mmol) TMS iodide. After five days stirring at room temperature the reaction was almost complete as detected by TLC. It was extracted with water, dried over sodium sulfate, and concentra... The reactants are COC1=CC=C2C(=NNC2=C1)C(=O)NC1=C(C=C(C=C1)B1OC(C(O1)(C)C)(C)C)OC (6-Methoxy-N-(2-methoxy-4-(4,4,5,5-tetramethyl-1,3,2-dioxaborolan-2-yl)phenyl)-1H-indazole-3-carboxamide), BrC=1N=C(N2C1C(=NC=C2)C)[C@@H]2CC[C@H](CC2)N2CCN(CC2)C (1-bromo-8-methyl-3-((trans)-4-(4-methylpiperazin-1-yl)cyclohexyl)imidazo[1,5-a]pyrazine). The product is COC1=CC=C2C(=NNC2=C1)C(=O)NC1=C(C=C(C=C1)C=1N=C(N2C1C(=NC=C2)C)[C@@H]2CC[C@H](CC2)N2CCN(CC2)C)OC (6-methoxy-N-(2-methoxy-4-(8-methyl-3-((trans)-4-(4-methylpiperazin-1-yl)cyclohexyl)imidazo[1,5-a]pyrazin-1-yl)phenyl)-1H-indazole-3-carboxamide). Isolated yield 18.6%. Reaction SMILES: [CH3:1][O:2][C:3]1[CH:11]=[C:10]2[C:6]([C:7]([C:12]([NH:14][C:15]3[CH:20]=[CH:19][C:18](B4OC(C)(C)C(C)(C)O4)=[CH:17][C:16]=3[O:30][CH3:31])=[O:13])=[N:8][NH:9]2)=[CH:5][CH:4]=1.Br[C:33]1[N:34]=[C:35]([C@H:43]2[CH2:48][CH2:47][C@H:46]([N:49]3[CH2:54][CH2:53][N:52]([CH3:55])[CH2:51][CH2:50]3)[CH2:45][CH2:44]2)[N:36]2[CH:41]=[CH:40][N:39]=[C:38]([CH3:42])[C:37]=12>>[CH3:1][O:2][C:3]1[CH:11]=[C:10]2[C:6]([C:7]([C:12]([NH:14][C:15]3[CH:20]=[CH:19][C:18]([C:33]4[N:34]=[C:35]([C@H:43]5[CH2:44][CH2:45][C@H:46]([N:49]6[CH2:50][CH2:51][N:52]([CH3:55])[CH2:53][CH2:54]6)[CH2:47][CH2:48]5)[N:36]5[CH:41]=[CH:40][N:39]=[C:38]([CH3:42])[C:37]=45)=[CH:17][C:16]=3[O:30][CH3:31])=[O:13])=[N:8][NH:9]2)=[CH:5][CH:4]=1. Procedure: 6-Methoxy-N-(2-methoxy-4-(4,4,5,5-tetramethyl-1,3,2-dioxaborolan-2-yl)phenyl)-1H-indazole-3-carboxamide (28 mg) and 1-bromo-8-methyl-3-((trans)-4-(4-methylpiperazin-1-yl)cyclohexyl)imidazo[1,5-a]pyrazine (26 mg) were reacted according to the procedure described in example 4 step 4c and purified by prep-HPLC (column Luna C18(2); gradient acetonitrile/water with constant 0.003M trifluoroacetic acid). Proper fractions were collected and made basic with aqueous sodium hydrogencarbonate, extracted wi... Solvent: ClCCl (dichloromethane). As a reaction SMILES: [CH2:1]([O:8][C:9]1[CH:14]=[CH:13][C:12]([CH2:15][C:16]#[N:17])=[CH:11][C:10]=1[O:18][CH3:19])[C:2]1[CH:7]=[CH:6][CH:5]=[CH:4][CH:3]=1.[OH-].[Na+].Br[CH2:23][CH2:24][CH2:25]Br>ClCCl.CCCC[N+](CCCC)(CCCC)CCCC.[Br-]>[CH2:1]([O:8][C:9]1[CH:14]=[CH:13][C:12]([C:15]2([C:16]#[N:17])[CH2:25][CH2:24][CH2:23]2)=[CH:11][C:10]=1[O:18][CH3:19])[C:2]1[CH:7]=[CH:6][CH:5]=[CH:4][CH:3]=1 |f:1.2,5.6|. Starting materials: BrCCCBr (1,3-dibromopropane), C(C1=CC=CC=C1)OC1=C(C=C(C=C1)CC#N)OC (2-(4-(benzyloxy)-3-methoxyphenyl)acetonitrile), [OH-].[Na+] (sodium hydroxide). Procedure details: To a solution of 2-(4-(benzyloxy)-3-methoxyphenyl)acetonitrile (3.1 g, 12.24 mmol) in dichloromethane (30 mL) was added sodium hydroxide (30 mL, 50% aqueous solution, 367 mmol), TBAB (0.99 g, 3.06 mmol) and then with 1,3-dibromopropane (2 mL, 19.58 mmol). The reaction was stirred at room temperature for 72 hours. The layers were separated, organic layer was dried (MgSO4) and concentrated. Purification by flash chromatography (silica gel, 5-25% EtOAc/hexane) afforded 1-(4-(benzyloxy)-3-methoxyphe... The reagents and catalysts are CCCC[N+](CCCC)(CCCC)CCCC.[Br-] (TBAB). Product: C(C1=CC=CC=C1)OC1=C(C=C(C=C1)C1(CCC1)C#N)OC (1-(4-(benzyloxy)-3-methoxyphenyl)cyclobutanecarbonitrile). Run at time 72 hour. Isolated yield 50.1%. Reactants: C1CCOC1, COCC(=O)Cl, CCN(C(C)C)C(C)C, ClCCl, Nc1cc(COc2ccc([N+](=O)[O-])c3ccccc23)ccn1, N. Product: COCC(=O)Nc1cc(COc2ccc([N+](=O)[O-])c3ccccc23)ccn1. As a reaction SMILES: [CH2:42]1[O:43][CH2:44][CH2:45][CH2:46]1.[CH3:1][O:2][CH2:3][C:4](=[O:5])[Cl:6].[CH:29]([N:30]([CH2:31][CH3:32])[CH:33]([CH3:34])[CH3:35])([CH3:36])[CH3:37].[Cl:39][CH2:40][Cl:41].[NH2:7][c:8]1[n:9][cH:10][cH:11][c:12]([CH2:14][O:15][c:16]2[cH:17][cH:18][c:19]([N+:26](=[O:27])[O-:28])[c:20]3[cH:21][cH:22][cH:23][cH:24][c:25]23)[cH:13]1.[NH3:38]>>[CH3:1][O:2][CH2:3][C:4](=[O:5])[NH:7][c:8]1[n:9][cH:10][cH:11][c:12]([CH2:14][O:15][c:16]2[cH:17][cH:18][c:19]([N+:26](=[O:27])[O-:28])[c:20]3[cH:21][cH:22][cH:23][cH:24][c:25]23)[cH:13]1. Starting materials: NC1C(N(CC1)C(C1=CC=CC=C1)C1=CC=CC=C1)=O (3-amino-1-benzhydryl-pyrrolidin-2-one), BrCC(=O)N(C1=CC=CC=C1)C1=CC=CC=C1 (2-bromo-N,N-diphenyl acetamide), [H-].[Na+] (NaH). Solvent: CN(C)C=O (DMF). Product: C(C1=CC=CC=C1)(C1=CC=CC=C1)N1C(C(CC1)NCC(=O)N(C1=CC=CC=C1)C1=CC=CC=C1)=O (2-(1-Benzhydryl-2-oxo-pyrrolodin-3-yl-amino)-N,N-diphenyl acetamide). Isolated yield 73.0%. As a reaction SMILES: [NH2:1][CH:2]1[CH2:6][CH2:5][N:4]([CH:7]([C:14]2[CH:19]=[CH:18][CH:17]=[CH:16][CH:15]=2)[C:8]2[CH:13]=[CH:12][CH:11]=[CH:10][CH:9]=2)[C:3]1=[O:20].Br[CH2:22][C:23]([N:25]([C:32]1[CH:37]=[CH:36][CH:35]=[CH:34][CH:33]=1)[C:26]1[CH:31]=[CH:30][CH:29]=[CH:28][CH:27]=1)=[O:24].[H-].[Na+]>CN(C=O)C>[CH:7]([N:4]1[CH2:5][CH2:6][CH:2]([NH:1][CH2:22][C:23]([N:25]([C:32]2[CH:37]=[CH:36][CH:35]=[CH:34][CH:33]=2)[C:26]2[CH:31]=[CH:30][CH:29]=[CH:28][CH:27]=2)=[O:24])[C:3]1=[O:20])([C:8]1[CH:13]=[CH:12][CH:11]=[CH:10][CH:9]=1)[C:14]1[CH:19]=[CH:18][CH:17]=[CH:16][CH:15]=1 |f:2.3|. Procedure: To a solution of 3-amino-1-benzhydryl-pyrrolidin-2-one (42) (0.2 g, 0.75 mmol in dry DMF (15 ml) was added 2-bromo-N,N-diphenyl acetamide (0.24 g, 0.82 mmol) and NaH (50 mg) under nitrogen. The reaction mixture was heated at 100 degrees overnight. After cooling, the solvent was evaporated and residue was taken up with ethyl acetate (50 ml) and washed with water (2×10 ml). The organic was dried over MgSO4 and evaporated to dryness. The resulting residue was purified by column chromatography using...